describe an organic reaction: reactants, conditions, products, and yield From a dataset of the Open Reaction Database (ORD), a public repository of structured organic reaction records. Starting materials: CS(=O)(=O)N (methanesulfonamide), S(=O)(Cl)Cl (thionyl chloride), [H-].[Na+] (sodium hydride), C(=O)(OC)CCCCCCCCCCCCCCCNC1=CC=C(C(=O)O)C=C1 (p-(15-carbomethoxypentadecylamino)benzoic acid). The solvent is C(OC)COC (dimethoxyethane), O (water), CC(=O)N(C)C (dimethylacetamide), CC(=O)N(C)C (dimethylacetamide), C(Cl)Cl (methylene chloride). The product is C(=O)(OC)CCCCCCCCCCCCCCCNC1=CC=C(C(=O)NS(=O)(=O)C)C=C1 (p-(15-carbomethoxypentadecylamino)-N-(methylsulfonyl)benzamide). RXN SMILES: [CH3:1][S:2]([NH2:5])(=[O:4])=[O:3].[H-].[Na+].[C:8]([CH2:12][CH2:13][CH2:14][CH2:15][CH2:16][CH2:17][CH2:18][CH2:19][CH2:20][CH2:21][CH2:22][CH2:23][CH2:24][CH2:25][CH2:26][NH:27][C:28]1[CH:36]=[CH:35][C:31]([C:32](O)=[O:33])=[CH:30][CH:29]=1)([O:10][CH3:11])=[O:9].S(Cl)(Cl)=O>C(COC)OC.C(Cl)Cl.CC(N(C)C)=O.O>[C:8]([CH2:12][CH2:13][CH2:14][CH2:15][CH2:16][CH2:17][CH2:18][CH2:19][CH2:20][CH2:21][CH2:22][CH2:23][CH2:24][CH2:25][CH2:26][NH:27][C:28]1[CH:36]=[CH:35][C:31]([C:32]([NH:5][S:2]([CH3:1])(=[O:4])=[O:3])=[O:33])=[CH:30][CH:29]=1)([O:10][CH3:11])=[O:9] |f:1.2|. Reported procedure: A solution of 19.0 g. of methanesulfonamide in 150 ml. of dry dimethylacetamide is added dropwise during 15 minutes to a stirred and cooled (water bath) suspension of 5.5 g. of sodium hydride in 100 ml. of dry dimethylacetamide. The mixture is then stirred and heated at 60°-80° C. for 2 hours. In the meantime, a mixture of 36.2 g. of p-(15-carbomethoxypentadecylamino)benzoic acid in 1200 ml. of methylene chloride, 300 ml. of dimethoxyethane and 40 ml. of thionyl chloride is refluxed for 1 hour a... Reactants: CC(CCNC(=O)OC(C)(C)C)N1CCC(N2C(=O)N(c3ccccc3[N+](=O)[O-])CC2c2ccccc2)CC1, CO. Yields the product CC(CCNC(=O)OC(C)(C)C)N1CCC(N2C(=O)N(c3ccccc3N)CC2c2ccccc2)CC1. As a reaction SMILES: [C:1]([CH3:2])([CH3:3])([CH3:4])[O:5][C:6]([NH:7][CH2:8][CH2:9][CH:10]([CH3:11])[N:12]1[CH2:13][CH2:14][CH:15]([N:18]2[C:19](=[O:38])[N:20]([c:29]3[c:30]([N+:35]([O-:36])=[O:37])[cH:31][cH:32][cH:33][cH:34]3)[CH2:21][CH:22]2[c:23]2[cH:24][cH:25][cH:26][cH:27][cH:28]2)[CH2:16][CH2:17]1)=[O:39].[CH3:40][OH:41]>>[C:1]([CH3:2])([CH3:3])([CH3:4])[O:5][C:6]([NH:7][CH2:8][CH2:9][CH:10]([CH3:11])[N:12]1[CH2:13][CH2:14][CH:15]([N:18]2[C:19](=[O:38])[N:20]([c:29]3[c:30]([NH2:35])[cH:31][cH:32][cH:33][cH:34]3)[CH2:21][CH:22]2[c:23]2[cH:24][cH:25][cH:26][cH:27][cH:28]2)[CH2:16][CH2:17]1)=[O:39]. RXN SMILES: C(O[C:6]([NH:8][CH2:9][CH:10]1[CH2:14][CH2:13][N:12]([CH2:15][CH2:16][CH2:17][CH2:18][CH2:19][NH2:20])[CH2:11]1)=[O:7])(C)(C)C.[C:21]1([N:27]=[C:28]=[O:29])[CH:26]=[CH:25][CH:24]=[CH:23][CH:22]=1.[NH2:30][C:31]1[C:39]([Cl:40])=[CH:38][C:34](C(O)=O)=[C:33]([O:41][CH3:42])[CH:32]=1>>[NH2:30][C:31]1[C:39]([Cl:40])=[CH:38][C:34]([C:6]([NH:8][CH2:9][CH:10]2[CH2:14][CH2:13][N:12]([CH2:15][CH2:16][CH2:17][CH2:18][CH2:19][NH:20][C:28]([NH:27][C:21]3[CH:26]=[CH:25][CH:24]=[CH:23][CH:22]=3)=[O:29])[CH2:11]2)=[O:7])=[C:33]([O:41][CH3:42])[CH:32]=1. Procedure: 5-(3-tert-Butoxycarbonylaminomethylpyrrolidin-1-yl)pentylamine (0.87 g) as starting compound was reacted and treated in the same manner as in Example 34 using phenyl isocyanate (0.33 ml) and 4-amino-5-chloro-2-methoxybenzoic acid (0.63 g) to give 4-amino-5-chloro-2-methoxy-N-(1-(5-(3-phenylureido)pentyl)pyrrolidin-3-ylmethyl)-benzamide. Yields the product NC1=CC(=C(C(=O)NCC2CN(CC2)CCCCCNC(=O)NC2=CC=CC=C2)C=C1Cl)OC (4-amino-5-chloro-2-methoxy-N-(1-(5-(3-phenylureido)pentyl)pyrrolidin-3-ylmethyl)-benzamide). The reactants are C(C)(C)(C)OC(=O)NCC1CN(CC1)CCCCCN (5-(3-tert-Butoxycarbonylaminomethylpyrrolidin-1-yl)pentylamine), C1(=CC=CC=C1)N=C=O (phenyl isocyanate), NC1=CC(=C(C(=O)O)C=C1Cl)OC (4-amino-5-chloro-2-methoxybenzoic acid).